From a dataset of the Open Reaction Database (ORD), a public repository of structured organic reaction records. describe an organic reaction: reactants, conditions, products, and yield Reactants: CC(=O)OC(C)(C)C, CN([SiH](C)C)[Si](C)(C)C, Cc1ccccc1, CN(C)c1ccccc1-c1ccccc1P(C1CCCCC1)C1CCCCC1, O=C(C=Cc1ccccc1)C=Cc1ccccc1, Clc1ccnc(Cl)c1, [Pd]. The product is CC(C)(C)OC(=O)Cc1ccnc(Cl)c1. As a reaction SMILES: [C:38]([CH3:39])([CH3:40])([CH3:41])[O:42][C:43]([CH3:44])=[O:45].[CH3:1][SiH:2]([CH3:3])[N:4]([CH3:5])[Si:6]([CH3:7])([CH3:8])[CH3:9].[CH3:54][c:55]1[cH:56][cH:57][cH:58][cH:59][cH:60]1.[CH:10]1([P:11]([CH:12]2[CH2:13][CH2:14][CH2:15][CH2:16][CH2:17]2)[c:18]2[cH:19][cH:20][cH:21][cH:22][c:23]2-[c:24]2[cH:25][cH:26][cH:27][cH:28][c:29]2[N:30]([CH3:31])[CH3:32])[CH2:33][CH2:34][CH2:35][CH2:36][CH2:37]1.[CH:61](=[CH:62][C:63]([CH:64]=[CH:65][c:66]1[cH:67][cH:68][cH:69][cH:70][cH:71]1)=[O:72])[c:73]1[cH:74][cH:75][cH:76][cH:77][cH:78]1.[Cl:46][c:47]1[n:48][cH:49][cH:50][c:51]([Cl:53])[cH:52]1.[Pd:79]>>[C:38]([CH3:39])([CH3:40])([CH3:41])[O:42][C:43]([CH2:44][c:51]1[cH:50][cH:49][n:48][c:47]([Cl:46])[cH:52]1)=[O:45]. Reactants: D4, FC(C1=NC=C(C=N1)O)(F)F (2-(trifluoromethyl)pyrimidin-5-ol), FC1=C(C#N)C=C(C=C1)C=O (2-fluoro-5-formylbenzonitrile). Yields the product C(=O)C=1C=CC(=C(C#N)C1)OC=1C=NC(=NC1)C(F)(F)F (5-formyl-2-((2-(trifluoromethyl)pyrimidin-5-yl)oxy)benzonitrile). Reaction SMILES: [F:1][C:2]([F:11])([F:10])[C:3]1[N:8]=[CH:7][C:6]([OH:9])=[CH:5][N:4]=1.F[C:13]1[CH:20]=[CH:19][C:18]([CH:21]=[O:22])=[CH:17][C:14]=1[C:15]#[N:16]>>[CH:21]([C:18]1[CH:19]=[CH:20][C:13]([O:9][C:6]2[CH:7]=[N:8][C:3]([C:2]([F:1])([F:10])[F:11])=[N:4][CH:5]=2)=[C:14]([CH:17]=1)[C:15]#[N:16])=[O:22]. Procedure details: The title compound was prepared by a procedure similar to that described for D4 starting from 2-(trifluoromethyl)pyrimidin-5-ol and 2-fluoro-5-formylbenzonitrile. Reactants: C1(CCCCC1)C(=O)NC(NN)=S (4-Cyclohexylcarbonyl-3-thiosemicarbazide), ClC(=O)OCC (ethyl chloroformate), C1(CCCCC1)N1C=NN=C1 (4-cyclohexyl-1,2,4-triazole), BrC=1SC(=CN1)[N+](=O)[O-] (2-bromo-5-nitrothiazole). The product is OC1=NN=C(N1C1CCCCC1)SC=1SC(=CN1)[N+](=O)[O-] (3-hydroxy-5-[(5-nitrothiazol-2-yl)mercapto]-4-cyclohexyl-1,2,4-triazole). Yield: 18.2%. Reaction SMILES: C1([C:7]([NH:9][C:10](=[S:13])[NH:11][NH2:12])=[O:8])CCCCC1.ClC(O[CH2:18][CH3:19])=O.[CH:20]1(N2C=NN=C2)[CH2:25]CC[CH2:22][CH2:21]1.Br[C:32]1[S:33][C:34]([N+:37]([O-:39])=[O:38])=[CH:35][N:36]=1>>[OH:8][C:7]1[N:9]([CH:19]2[CH2:18][CH2:22][CH2:21][CH2:20][CH2:25]2)[C:10]([S:13][C:32]2[S:33][C:34]([N+:37]([O-:39])=[O:38])=[CH:35][N:36]=2)=[N:11][N:12]=1. Procedure details: The title compound was prepared in a manner similar to that described in Example 5. Cyclohexyl isothiocyanate (3.53 g) in 10 mL of acetonitrile was added to hydrazine (0.8 g) in 20 mL of acetonitrile over a period of 30 minutes. The reaction was stirred for two additional hours and evaporated to dryness to give 4.4 g of 4-cyclohexylcarbonyl-3-thiosemicarbazide. 4-Cyclohexylcarbonyl-3-thiosemicarbazide (2.02 g) was treated as in example 5 with ethyl chloroformate (1.08 g). The reaction product 3-... The reactants are OCCCO, CC(C)OCCl, [H-], [Na+], C1CCOC1. The product is CC(C)OCOCCCO. As a reaction SMILES: [CH2:1]([CH2:2][CH2:3][OH:4])[OH:5].[Cl:8][CH2:9][O:10][CH:11]([CH3:12])[CH3:13].[H-:6].[Na+:7].[O:14]1[CH2:15][CH2:16][CH2:17][CH2:18]1>>[CH2:1]([CH2:2][CH2:3][O:4][CH2:9][O:10][CH:11]([CH3:12])[CH3:13])[OH:5]. The reactants are N#Cc1ccccc1OCC1CO1, CC(C)O, Fc1cccnc1N1CCNCC1. Product: N#Cc1ccccc1OCC(O)CN1CCN(c2ncccc2F)CC1. As a reaction SMILES: [C:14](#[N:15])[c:16]1[c:17]([O:18][CH2:19][CH:20]2[CH2:21][O:22]2)[cH:23][cH:24][cH:25][cH:26]1.[CH:27]([OH:28])([CH3:29])[CH3:30].[F:1][c:2]1[c:3]([N:8]2[CH2:9][CH2:10][NH:11][CH2:12][CH2:13]2)[n:4][cH:5][cH:6][cH:7]1>>[F:1][c:2]1[c:3]([N:8]2[CH2:9][CH2:10][N:11]([CH2:21][CH:20]([CH2:19][O:18][c:17]3[c:16]([C:14]#[N:15])[cH:26][cH:25][cH:24][cH:23]3)[OH:22])[CH2:12][CH2:13]2)[n:4][cH:5][cH:6][cH:7]1. The reactants are BrC=1C=C2C=CN(C2=CC1)CC1=CC=C(C=C1)C(C)(C)C (5-bromo-1-[4-(tert-butyl)benzyl]-1H-indole), C(C)(C)(C)C1=CC=C(C=C1)B(O)O (4-(tert-butyl)phenylboronic acid). The product is C(C)(C)(C)C1=CC=C(CN2C=CC3=CC(=CC=C23)C2=CC=C(C=C2)C(C)(C)C)C=C1 (1-[4-(tert-Butyl)benzyl]-5-[4-(tert-butyl)phenyl]-1H-indole). As a reaction SMILES: Br[C:2]1[CH:3]=[C:4]2[C:8](=[CH:9][CH:10]=1)[N:7]([CH2:11][C:12]1[CH:17]=[CH:16][C:15]([C:18]([CH3:21])([CH3:20])[CH3:19])=[CH:14][CH:13]=1)[CH:6]=[CH:5]2.[C:22]([C:26]1[CH:31]=[CH:30][C:29](B(O)O)=[CH:28][CH:27]=1)([CH3:25])([CH3:24])[CH3:23]>>[C:18]([C:15]1[CH:16]=[CH:17][C:12]([CH2:11][N:7]2[C:8]3[C:4](=[CH:3][C:2]([C:29]4[CH:30]=[CH:31][C:26]([C:22]([CH3:25])([CH3:24])[CH3:23])=[CH:27][CH:28]=4)=[CH:10][CH:9]=3)[CH:5]=[CH:6]2)=[CH:13][CH:14]=1)([CH3:21])([CH3:19])[CH3:20]. Procedure details: The title compound was prepared from 5-bromo-1-[4-(tert-butyl)benzyl]-1H-indole (Step 1 of Example 34) and 4-(tert-butyl)phenylboronic acid in substantially the same manner, as described in Step 2 of Example 25. The product was obtained as an off-white solid, mp: 167-168° C. Mass spectrum (ESI, [M+H]+) m/z 396. 1 HNMR (400 MHz, DMSO-d6): δ 7.77 (d, 1H, J=1.38 Hz), 7.55 (d, 2H, J=8.56 Hz), 7.52-7.51 (m, 2H), 7.43 (d, 1H, J=8.40 Hz), 7.36 (d, 1H, J=8.55 Hz), 7.31 (d, 2H, J=8.40 Hz), 7.14 (d, 2H, J... Starting materials: C(C)(=O)O (Acetic acid), C(C1=CC=CC=C1)OC1=C(C=C(C=C1)Br)C=O (2-(Benzyloxy)-5-bromobenzenecarbaldehyde), [C-]#N.[K+] (potassium cyanide), C(C)(=O)O (Acetic acid), C(C)(=O)O (acetic acid). The solvent is O (H2O), CO (MeOH). Run at time 3 hour. The product is C(C1=CC=CC=C1)OC1=C(C=C(C=C1)Br)C(C(=O)OC)O (methyl 2-[2-(benzyloxy)-5-bromophenyl]-2-hydroxyacetate). RXN SMILES: [CH2:1]([O:8][C:9]1[CH:14]=[CH:13][C:12]([Br:15])=[CH:11][C:10]=1[CH:16]=[O:17])[C:2]1[CH:7]=[CH:6][CH:5]=[CH:4][CH:3]=1.[C-:18]#N.[K+].[C:21]([OH:24])(=[O:23])C>CO.O>[CH2:1]([O:8][C:9]1[CH:14]=[CH:13][C:12]([Br:15])=[CH:11][C:10]=1[CH:16]([OH:17])[C:21]([O:24][CH3:18])=[O:23])[C:2]1[CH:3]=[CH:4][CH:5]=[CH:6][CH:7]=1 |f:1.2|. Procedure details: 2-(Benzyloxy)-5-bromobenzenecarbaldehyde (9) (20 g, 69 mmol) was dissolved in MeOH (150 mL) and was then followed by the addition of potassium cyanide (20.1 g, 308 mmol). Acetic acid (6.3 mL, 109 mmol) was added dropwise over 20 min at ambient temperature. The resulting mixture was stirred at ambient temperature for 3 h. Acetic acid (2 mL) was added and the mixture was stirred for an additional 1 h. Additional acetic acid (30 mL) was added and the mixture was diluted with H2O (60 mL). After conc... Reactants: ClCCl, COc1cccc(CN=C=O)c1, CC(C)(C)OC(=O)n1nc(N)c2cc(N)ccc21. Product: COc1cccc(CNC(=O)Nc2ccc3c(c2)c(N)nn3C(=O)OC(C)(C)C)c1. As a reaction SMILES: [Cl:31][CH2:32][Cl:33].[N:19](=[C:20]=[O:21])[CH2:22][c:23]1[cH:24][c:25]([O:29][CH3:30])[cH:26][cH:27][cH:28]1.[NH2:1][c:2]1[n:3][n:4]([C:12](=[O:13])[O:14][C:15]([CH3:16])([CH3:17])[CH3:18])[c:5]2[cH:6][cH:7][c:8]([NH2:11])[cH:9][c:10]12>>[NH2:1][c:2]1[n:3][n:4]([C:12](=[O:13])[O:14][C:15]([CH3:16])([CH3:17])[CH3:18])[c:5]2[cH:6][cH:7][c:8]([NH:11][C:20]([NH:19][CH2:22][c:23]3[cH:24][c:25]([O:29][CH3:30])[cH:26][cH:27][cH:28]3)=[O:21])[cH:9][c:10]12.